From a dataset of the Open Reaction Database (ORD), a public repository of structured organic reaction records. describe an organic reaction: reactants, conditions, products, and yield The reactants are CC(C)(C)OC(=O)N1CCCN(c2nc3ccccc3[nH]2)CC1, CC(C)OCCOS(C)(=O)=O, CN(C)C=O, [H-], [Na+]. Product: CC(C)OCCn1c(N2CCCN(C(=O)OC(C)(C)C)CC2)nc2ccccc21. As a reaction SMILES: [C:1]([CH3:2])([CH3:3])([CH3:4])[O:5][C:6](=[O:7])[N:8]1[CH2:9][CH2:10][N:11]([c:15]2[n:16][c:17]3[c:18]([nH:19]2)[cH:20][cH:21][cH:22][cH:23]3)[CH2:12][CH2:13][CH2:14]1.[CH3:26][S:27]([O:28][CH2:31][CH2:32][O:33][CH:34]([CH3:35])[CH3:36])(=[O:29])=[O:30].[CH3:37][N:38]([CH3:39])[CH:40]=[O:41].[H-:24].[Na+:25]>>[C:1]([CH3:2])([CH3:3])([CH3:4])[O:5][C:6](=[O:7])[N:8]1[CH2:9][CH2:10][N:11]([c:15]2[n:16]([CH2:31][CH2:32][O:33][CH:34]([CH3:35])[CH3:36])[c:17]3[c:18]([n:19]2)[cH:20][cH:21][cH:22][cH:23]3)[CH2:12][CH2:13][CH2:14]1. Starting materials: CCOC(=O)c1cc(Br)cc2cc[nH]c12, CC[SiH](CC)CC, ClCCl, C[Si](C)(C)OS(=O)(=O)C(F)(F)F, O=C1CCSC(c2ccccc2)C1. The product is CCOC(=O)c1cc(Br)cc2c(C3CCSC(c4ccccc4)C3)c[nH]c12. As a reaction SMILES: [Br:26][c:27]1[cH:28][c:29]2[cH:30][cH:31][nH:32][c:33]2[c:34]([C:36](=[O:37])[O:38][CH2:39][CH3:40])[cH:35]1.[CH2:41]([SiH:42]([CH2:43][CH3:44])[CH2:45][CH3:46])[CH3:47].[Cl:48][CH2:49][Cl:50].[F:14][C:15]([F:16])([F:17])[S:18]([O:19][Si:20]([CH3:21])([CH3:22])[CH3:23])(=[O:24])=[O:25].[c:1]1([CH:7]2[S:8][CH2:9][CH2:10][C:11](=[O:13])[CH2:12]2)[cH:2][cH:3][cH:4][cH:5][cH:6]1>>[c:1]1([CH:7]2[S:8][CH2:9][CH2:10][CH:11]([c:30]3[c:29]4[cH:28][c:27]([Br:26])[cH:35][c:34]([C:36](=[O:37])[O:38][CH2:39][CH3:40])[c:33]4[nH:32][cH:31]3)[CH2:12]2)[cH:2][cH:3][cH:4][cH:5][cH:6]1.